From a dataset of the Open Reaction Database (ORD), a public repository of structured organic reaction records. describe an organic reaction: reactants, conditions, products, and yield Starting materials: NCCCN1CCN(CC1)CC1=CC=C(C=C1)Cl (1-(3-Aminopropyl)-4-(4-chlorobenzyl)piperazine), C1(=CC=CC=C1)N=C=S (phenyl isothiocyanate). Solvent: C(Cl)Cl (methylene chloride). Product: ClC1=CC=C(CN2CCN(CC2)CCCNC(=S)NC2=CC=CC=C2)C=C1 (1-{3-[4-(4-Chlorobenzyl)piperazin-1-yl]propyl}-3-phenylthiourea). Isolated yield 29.7%. RXN SMILES: [NH2:1][CH2:2][CH2:3][CH2:4][N:5]1[CH2:10][CH2:9][N:8]([CH2:11][C:12]2[CH:17]=[CH:16][C:15]([Cl:18])=[CH:14][CH:13]=2)[CH2:7][CH2:6]1.[C:19]1([N:25]=[C:26]=[S:27])[CH:24]=[CH:23][CH:22]=[CH:21][CH:20]=1>C(Cl)Cl>[Cl:18][C:15]1[CH:14]=[CH:13][C:12]([CH2:11][N:8]2[CH2:9][CH2:10][N:5]([CH2:4][CH2:3][CH2:2][NH:1][C:26]([NH:25][C:19]3[CH:24]=[CH:23][CH:22]=[CH:21][CH:20]=3)=[S:27])[CH2:6][CH2:7]2)=[CH:17][CH:16]=1. Procedure details: 1-(3-Aminopropyl)-4-(4-chlorobenzyl)piperazine (5.36 g; 20 mmole) was reacted with phenyl isothiocyanate 2.82 g; 21 mmole) in methylene chloride (35 ml) in the manner described in Example 17. The crude product was isolated and chromatographed on silica gel in analogous manner. The product crystallized from ethanol to yield the title compound (2.39 g; 30% yield) as an off-white crystalline solid, m.p. 155°-156° C. The reactants are BrC=1C=C(C(=O)O)C=CC1OC (3-Bromo-4-methoxy-benzoic acid), CCO (EtOH), OS(=O)(=O)O (H2SO4). Product: C(C)OC(C1=CC(=C(C=C1)OC)Br)=O (3-Bromo-4-methoxy-benzoic acid ethyl ester). As a reaction SMILES: [Br:1][C:2]1[CH:3]=[C:4]([CH:8]=[CH:9][C:10]=1[O:11][CH3:12])[C:5]([OH:7])=[O:6].OS(O)(=O)=O.[CH3:18][CH2:19]O>>[CH2:18]([O:6][C:5](=[O:7])[C:4]1[CH:8]=[CH:9][C:10]([O:11][CH3:12])=[C:2]([Br:1])[CH:3]=1)[CH3:19]. Reported procedure: 3-Bromo-4-methoxy-benzoic acid (2.5 g, 11.6 mmol) was dissolved in EtOH (20 mL) and conc. H2SO4 (1 mL) was added. The reaction was heated to reflux overnight then submitted to standard aqueous workup. The residue was purified by silica gel chromatography (0-50% EtOAc in hexanes) to yield the title compound. The reactants are Brc1cccc(Br)n1, O=C([O-])[O-], C1COCCO1, CC1(C)COB(c2cnsc2)OC1, [Cs+], [Cs+], [Pd], c1ccc(P(c2ccccc2)c2ccccc2)cc1, c1ccc(P(c2ccccc2)c2ccccc2)cc1, c1ccc(P(c2ccccc2)c2ccccc2)cc1, c1ccc(P(c2ccccc2)c2ccccc2)cc1. The product is Brc1cccc(-c2cnsc2)n1. As a reaction SMILES: [Br:1][c:2]1[n:3][c:4]([Br:8])[cH:5][cH:6][cH:7]1.[C:22](=[O:23])([O-:24])[O-:25].[CH2:28]1[O:29][CH2:30][CH2:31][O:32][CH2:33]1.[CH3:9][C:10]1([CH3:11])[CH2:12][O:13][B:14]([c:16]2[cH:17][n:18][s:19][cH:20]2)[O:15][CH2:21]1.[Cs+:26].[Cs+:27].[Pd:34].[c:35]1([P:36]([c:37]2[cH:38][cH:39][cH:40][cH:41][cH:42]2)[c:43]2[cH:44][cH:45][cH:46][cH:47][cH:48]2)[cH:49][cH:50][cH:51][cH:52][cH:53]1.[c:54]1([P:55]([c:56]2[cH:57][cH:58][cH:59][cH:60][cH:61]2)[c:62]2[cH:63][cH:64][cH:65][cH:66][cH:67]2)[cH:68][cH:69][cH:70][cH:71][cH:72]1.[c:73]1([P:74]([c:75]2[cH:76][cH:77][cH:78][cH:79][cH:80]2)[c:81]2[cH:82][cH:83][cH:84][cH:85][cH:86]2)[cH:87][cH:88][cH:89][cH:90][cH:91]1.[c:92]1([P:93]([c:94]2[cH:95][cH:96][cH:97][cH:98][cH:99]2)[c:100]2[cH:101][cH:102][cH:103][cH:104][cH:105]2)[cH:106][cH:107][cH:108][cH:109][cH:110]1>>[c:2]1(-[c:16]2[cH:17][n:18][s:19][cH:20]2)[n:3][c:4]([Br:8])[cH:5][cH:6][cH:7]1. Starting materials: FC1=CC(=CC=C1)F (m-difluorobenzene), [Cl-].[Al+3].[Cl-].[Cl-] (aluminium chloride), resultant solution, ice water, C(CC)(=O)Cl (propionyl chloride). The solvent is C(Cl)Cl (methylene chloride). Yields the product FC1=C(C=CC(=C1)F)C(CC)=O (2',4'-difluoropropiophenone). RXN SMILES: [F:1][C:2]1[CH:7]=[CH:6][CH:5]=[C:4]([F:8])[CH:3]=1.[Cl-].[Al+3].[Cl-].[Cl-].[C:13](Cl)(=[O:16])[CH2:14][CH3:15]>C(Cl)Cl>[F:1][C:2]1[CH:3]=[C:4]([F:8])[CH:5]=[CH:6][C:7]=1[C:13](=[O:16])[CH2:14][CH3:15] |f:1.2.3.4|. Procedure: To a mixture of m-difluorobenzene (100 ml) and anhydrous aluminium chloride (114 g) was added dropwise, while stirring, propionyl chloride (66 ml), during 45 minutes. The mixture was then stirred for 2 hours on an oil bath of 50°-55° C. The reaction mixture was cooled, to which was added methylene chloride (300 ml). The resultant solution was added by portions to ice-water (11) while stirring. Methylene chloride layer was separated, and the aqueous layer was subjected to extraction twice with me... Reactants: CCCC[N+](CCCC)(CCCC)CCCC, Cc1ccc(S)cc1, CC(COS(C)(=O)=O)(C(F)(F)F)C(F)(F)F, [H-], [I-], [Na+], CN(C)C=O, O. Yields the product Cc1ccc(SCC(C)(C(F)(F)F)C(F)(F)F)cc1. Reaction SMILES: [CH2:33]([N+:34]([CH2:35][CH2:36][CH2:37][CH3:38])([CH2:39][CH2:40][CH2:41][CH3:42])[CH2:43][CH2:44][CH2:45][CH3:46])[CH2:47][CH2:48][CH3:49].[CH3:1][c:2]1[cH:3][cH:4][c:5]([SH:8])[cH:6][cH:7]1.[F:11][C:12]([C:13]([CH2:14][O:15][S:16]([CH3:17])(=[O:18])=[O:19])([C:20]([F:21])([F:22])[F:23])[CH3:24])([F:25])[F:26].[H-:9].[I-:32].[Na+:10].[O:27]=[CH:28][N:29]([CH3:30])[CH3:31].[OH2:50]>>[CH3:1][c:2]1[cH:3][cH:4][c:5]([S:8][CH2:14][C:13]([C:12]([F:11])([F:25])[F:26])([C:20]([F:21])([F:22])[F:23])[CH3:24])[cH:6][cH:7]1. Reactants: FC1=CC(=C(C=C1)S(=O)(=O)N(C(=O)OC)C1=CC=C2C3=C(COC2=C1C(=O)OC)OC=C3)\C=C/CO (methyl 7-{N-[4-fluoro-2-((Z)-3-hydroxy-prop-1-enyl)-benzenesulfonyl]-N-(methoxycarbonyl)amino}-4H-furo[2,3-c]chromene-6-carboxylate), FC1=CC(=C(C=C1)S(=O)(=O)N(C(=O)OC)C1=CC=C2C3=C(COC2=C1C(=O)OC)OC=C3)\C=C/CO (methyl 7-{N-[4-fluoro-2-((Z)-3-hydroxy-prop-1-enyl)-benzenesulfonyl]-N-(methoxycarbonyl)amino}-4H-furo[2,3-c]chromene-6-carboxylate), FC(C(=O)O)(F)F.N1CC(C1)OC(C)=O (acetic acid azetidin-3-yl ester trifluoroacetate salt), C(C)(C)N(CC)C(C)C (N,N-di-isopropyl-N-ethylamine), CS(=O)(=O)Cl (methanesulfonyl chloride), resultant mixture. Solvent: C(Cl)Cl (DCM), C(Cl)Cl (DCM), C(Cl)Cl (DCM). Reaction conditions: time 1.5 hour. Product: FC1=CC(=C(C=C1)S(=O)(=O)NC1=CC=C2C3=C(COC2=C1C(=O)OC)OC=C3)\C=C/CN3CC(C3)OC(C)=O (methyl 7-{4-fluoro-2-[(Z)-3-(3-acetoxyazetidin-1-yl)-prop-1-enyl]-benzenesulfonylamino]-4H-furo[2,3-c]chromene-6-carboxylate). The yield is 40.1%. RXN SMILES: [F:1][C:2]1[CH:7]=[CH:6][C:5]([S:8]([N:11]([C:16]2[C:25]([C:26]([O:28][CH3:29])=[O:27])=[C:24]3[C:19]([C:20]4[CH:32]=[CH:31][O:30][C:21]=4[CH2:22][O:23]3)=[CH:18][CH:17]=2)C(OC)=O)(=[O:10])=[O:9])=[C:4](/[CH:33]=[CH:34]\[CH2:35]O)[CH:3]=1.C(N(C(C)C)CC)(C)C.CS(Cl)(=O)=O.FC(F)(F)C(O)=O.[NH:58]1[CH2:61][CH:60]([O:62][C:63](=[O:65])[CH3:64])[CH2:59]1>C(Cl)Cl>[F:1][C:2]1[CH:7]=[CH:6][C:5]([S:8]([NH:11][C:16]2[C:25]([C:26]([O:28][CH3:29])=[O:27])=[C:24]3[C:19]([C:20]4[CH:32]=[CH:31][O:30][C:21]=4[CH2:22][O:23]3)=[CH:18][CH:17]=2)(=[O:10])=[O:9])=[C:4](/[CH:33]=[CH:34]\[CH2:35][N:58]2[CH2:61][CH:60]([O:62][C:63](=[O:65])[CH3:64])[CH2:59]2)[CH:3]=1 |f:3.4|. Procedure: To a suspension of methyl 7-{N-[4-fluoro-2-((Z)-3-hydroxy-prop-1-enyl)-benzenesulfonyl]-N-(methoxycarbonyl)amino}-4H-furo[2,3-c]chromene-6-carboxylate (Intermediate 92, 0.220 g) in DCM (10 mL) was added N,N-di-isopropyl-N-ethylamine (1.10 g) and methanesulfonyl chloride (0.059 g). The mixture was stirred at room temperature for 1.5 hours. A solution of acetic acid azetidin-3-yl ester trifluoroacetate salt (1.40 g) in DCM (5 mL) was added and the resultant mixture was stirred at room temperature ... Reactants: NC(=O)C=1C=C(O[C@H]([C@H](CCC(F)(F)F)C2=CC=C(C(=O)NCCC(=O)O)C=C2)C2=CC=C(C=C2)Cl)C=C(C1)Cl (N-(4-{(1R)-1-[(R)-[3-(Aminocarbonyl)-5-chlorophenoxy](4-chlorophenyl)methyl]-4,4,4-trifluorobutyl}benzoyl)-β-alanine). Reagents/catalysts: [Pd](Cl)Cl (palladium (II) chloride). The solvent is O (water), C(C)#N (acetonitrile). Reaction conditions: temperature 50 celsius, time 12 hour. The product is ClC=1C=C(O[C@H]([C@H](CCC(F)(F)F)C2=CC=C(C(=O)NCCC(=O)O)C=C2)C2=CC=C(C=C2)Cl)C=C(C1)C#N (N-(4-{(1R)-1-[(R)-(3-chloro-5-cyanophenoxy)(4-chlorophenyl)methyl]-4,4,4-trifluorobutyl}benzoyl)-β-alanine). Reaction SMILES: [NH2:1][C:2]([C:4]1[CH:5]=[C:6]([CH:37]=[C:38]([Cl:40])[CH:39]=1)[O:7][C@@H:8]([C:30]1[CH:35]=[CH:34][C:33]([Cl:36])=[CH:32][CH:31]=1)[C@@H:9]([C:16]1[CH:29]=[CH:28][C:19]([C:20]([NH:22][CH2:23][CH2:24][C:25]([OH:27])=[O:26])=[O:21])=[CH:18][CH:17]=1)[CH2:10][CH2:11][C:12]([F:15])([F:14])[F:13])=O>O.C(#N)C.[Pd](Cl)Cl>[Cl:40][C:38]1[CH:37]=[C:6]([CH:5]=[C:4]([C:2]#[N:1])[CH:39]=1)[O:7][C@@H:8]([C:30]1[CH:31]=[CH:32][C:33]([Cl:36])=[CH:34][CH:35]=1)[C@@H:9]([C:16]1[CH:29]=[CH:28][C:19]([C:20]([NH:22][CH2:23][CH2:24][C:25]([OH:27])=[O:26])=[O:21])=[CH:18][CH:17]=1)[CH2:10][CH2:11][C:12]([F:15])([F:13])[F:14]. Reported procedure: To a solution of the product from Step A (50 mg, 0.087 mmol) in water (0.5 mL) and acetonitrile (0.5 mL) at room temperature was added palladium (II) chloride (1.5 mg, 8.7 μmol). The resulting mixture was stirred at 50° C. for 12 hours. After cooling to room temperature, the mixture was extracted with EtOAc, then the organic layer was filtered through celite. The filtrate was concentrated, then the resulting residue was purified by PTLC eluting with 5% MeOH/DCM+0.1% HOAc to afford the title comp... Starting materials: COC(CC(C)=O)=O (3-oxo-butyric acid methyl ester), R3—(CH2)m—NH2, C1(CCCCC1)N (cyclohexylamine), FC(C1=C(C=C(C=C1)C(F)(F)F)C(CBr)=O)(F)F (1-(2,5-bis-trifluoromethyl-phenyl)-2-bromo-ethanone), C1(CC1)CN (cyclopropanemethylamine). Yields the product C1(CCCCC1)NC(=O)C1=C(N(C(=C1)C1=C(C=CC(=C1)C(F)(F)F)C(F)(F)F)CC1CC1)C (5-(2,5-Bis-trifluoromethyl-phenyl)-1-cyclopropylmethyl-2-methyl-1H-pyrrole-3-carboxylic acid cyclohexylamide). As a reaction SMILES: C[O:2][C:3](=O)[CH2:4][C:5](=O)[CH3:6].[F:9][C:10]([F:26])([F:25])[C:11]1[CH:16]=[CH:15][C:14]([C:17]([F:20])([F:19])[F:18])=[CH:13][C:12]=1[C:21](=O)[CH2:22]Br.[CH:27]1([CH2:30][NH2:31])[CH2:29][CH2:28]1.[CH:32]1([NH2:38])[CH2:37][CH2:36][CH2:35][CH2:34][CH2:33]1>>[CH:32]1([NH:38][C:3]([C:4]2[CH:22]=[C:21]([C:12]3[CH:13]=[C:14]([C:17]([F:20])([F:19])[F:18])[CH:15]=[CH:16][C:11]=3[C:10]([F:26])([F:25])[F:9])[N:31]([CH2:30][CH:27]3[CH2:29][CH2:28]3)[C:5]=2[CH3:6])=[O:2])[CH2:37][CH2:36][CH2:35][CH2:34][CH2:33]1. Procedure: The title compound was synthesized in analogy to Example 68, using 3-oxo-butyric acid methyl ester as compound of formula R, 1-(2,5-bis-trifluoromethyl-phenyl)-2-bromo-ethanone as compound of formula S, cyclopropanemethylamine as R3—(CH2)m—NH2 and cyclohexylamine as R1R2NH, MS (ISP) 473.1(M+H)+. The reactants are C=C(C)C, CC(C)(C)O, [O-][Cl+][O-], COCN(c1cc(Cl)cnc1C=O)S(=O)(=O)c1ccc(Cl)c(C(F)(F)F)c1, [Na+], O. Yields the product COCN(c1cc(Cl)cnc1C(=O)O)S(=O)(=O)c1ccc(Cl)c(C(F)(F)F)c1. As a reaction SMILES: [CH3:28][C:29](=[CH2:30])[CH3:31].[CH3:37][C:38]([OH:39])([CH3:40])[CH3:41].[Cl+:32]([O-:33])[O-:34].[Cl:1][c:2]1[c:3]([C:24]([F:25])([F:26])[F:27])[cH:4][c:5]([S:8](=[O:9])(=[O:10])[N:11]([CH2:12][O:13][CH3:14])[c:15]2[c:16]([CH:22]=[O:23])[n:17][cH:18][c:19]([Cl:21])[cH:20]2)[cH:6][cH:7]1.[Na+:35].[OH2:36]>>[Cl:1][c:2]1[c:3]([C:24]([F:25])([F:26])[F:27])[cH:4][c:5]([S:8](=[O:9])(=[O:10])[N:11]([CH2:12][O:13][CH3:14])[c:15]2[c:16]([C:22](=[O:23])[OH:33])[n:17][cH:18][c:19]([Cl:21])[cH:20]2)[cH:6][cH:7]1. The solvent is O1CCCC1 (tetrahydrofuran). Product: CN(C)C=C1C(C2=C(N(CC1)CC1=CC=C(C=C1)[N+](=O)[O-])N=CC=C2)=O (6-[(Dimethylamino)methylene]-6,7,8,9-tetrahydro-9-(4-nitrobenzyl)-5H-pyrido[2,3-b]azepin-5-one). Reaction SMILES: [N+:1]([C:4]1[CH:23]=[CH:22][C:7]([C:8]([N:10]2[CH2:16][CH2:15][CH2:14][C:13](=[O:17])[C:12]3[CH:18]=[CH:19][CH:20]=[N:21][C:11]2=3)=O)=[CH:6][CH:5]=1)([O-:3])=[O:2].C(O[CH:29](N(C)C)[N:30]([CH3:32])[CH3:31])(C)(C)C>O1CCCC1>[CH3:29][N:30]([CH:32]=[C:14]1[CH2:15][CH2:16][N:10]([CH2:8][C:7]2[CH:22]=[CH:23][C:4]([N+:1]([O-:3])=[O:2])=[CH:5][CH:6]=2)[C:11]2[N:21]=[CH:20][CH:19]=[CH:18][C:12]=2[C:13]1=[O:17])[CH3:31]. Yield: 90.1%. Reactants: [N+](=O)([O-])C1=CC=C(C(=O)N2C3=C(C(CCC2)=O)C=CC=N3)C=C1 (6,7,8,9-tetrahydro-9-(4-nitrobenzoyl)-5H-pyrido[2,3-b]azepin-5-one), C(C)(C)(C)OC(N(C)C)N(C)C (tert-butoxy-bis(dimethylamino)methane). Conditions: time 8 hour. Procedure: To a slurry of 0.50 g of 6,7,8,9-tetrahydro-9-(4-nitrobenzoyl)-5H-pyrido[2,3-b]azepin-5-one in 10 ml of tetrahydrofuran under argon is added 0.70 g of tert-butoxy-bis(dimethylamino)methane and the mixture is stirred at room temperature overnight. The volatiles are removed under vacuum and the residue in ethyl acetate--CH2Cl2 (2:8) filtered through a short column of silica gel. The silica gel is washed with ethyl acetate (discard) and then with chloroform containing 3% methanol to give 0.51 g of ...